Task: describe an organic reaction: reactants, conditions, products, and yield. Dataset: the Open Reaction Database (ORD), a public repository of structured organic reaction records The reactants are O=C(O)COc1ccc(Br)cc1, C1CCOC1, NN. Product: NNC(=O)COc1ccc(Br)cc1. As a reaction SMILES: [Br:1][c:2]1[cH:3][cH:4][c:5]([O:6][CH2:7][C:8](=[O:9])[OH:10])[cH:11][cH:12]1.[CH2:15]1[O:16][CH2:17][CH2:18][CH2:19]1.[NH2:13][NH2:14]>>[Br:1][c:2]1[cH:3][cH:4][c:5]([O:6][CH2:7][C:8](=[O:9])[NH:13][NH2:14])[cH:11][cH:12]1. Reactants: [OH-].[Na+] (Sodium hydroxide), ClC=1C=C(C=NC1OC(C)C)C1=NC(=NO1)C=1C=C2C=C(NC2=CC1)CCC(=O)OCC (Ethyl 3-[5-(5-{5-chloro-6-[(1-methylethyl)oxy]-3-pyridinyl}-1,2,4-oxadiazol-3-yl)-1H-indol-2-yl]propanoate), Cl (HCl). The solvent is C1CCOC1 (THF), C(C)(C)O (isopropanol), O (water). Yields the product ClC=1C=C(C=NC1OC(C)C)C1=NC(=NO1)C=1C=C2C=C(NC2=CC1)CCC(=O)O (3-[5-(5-{5-chloro-6-[(1-methylethyl)oxy]-3-pyridinyl}-1,2,4-oxadiazol-3-yl)-1H-indol-2-yl]propanoic acid). The yield is 37.5%. As a reaction SMILES: [OH-].[Na+].[Cl:3][C:4]1[CH:5]=[C:6]([C:14]2[O:18][N:17]=[C:16]([C:19]3[CH:20]=[C:21]4[C:25](=[CH:26][CH:27]=3)[NH:24][C:23]([CH2:28][CH2:29][C:30]([O:32]CC)=[O:31])=[CH:22]4)[N:15]=2)[CH:7]=[N:8][C:9]=1[O:10][CH:11]([CH3:13])[CH3:12].Cl>C1COCC1.C(O)(C)C.O>[Cl:3][C:4]1[CH:5]=[C:6]([C:14]2[O:18][N:17]=[C:16]([C:19]3[CH:20]=[C:21]4[C:25](=[CH:26][CH:27]=3)[NH:24][C:23]([CH2:28][CH2:29][C:30]([OH:32])=[O:31])=[CH:22]4)[N:15]=2)[CH:7]=[N:8][C:9]=1[O:10][CH:11]([CH3:12])[CH3:13] |f:0.1|. Procedure details: Sodium hydroxide (24 mg) was added to a solution of ethyl 3-[5-(5-{5-chloro-6-[(1-methylethyl)oxy]-3-pyridinyl}-1,2,4-oxadiazol-3-yl)-1H-indol-2-yl]propanoate (D115) (54 mg) in THF (1 mL), isopropanol (1 mL) and water (0.5 mL). The reaction mixture was stirred at room temperature until LCMS showed no starting material. The mixture was neutralized with 2 M HCl till pH ˜6.0. The crude product was purified by Mass Directed Auto Prep to afford 3-[5-(5-{5-chloro-6-[(1-methylethyl)oxy]-3-pyridinyl}-1,...